From a dataset of the Open Reaction Database (ORD), a public repository of structured organic reaction records. describe an organic reaction: reactants, conditions, products, and yield RXN SMILES: [C:40]([O:41][BH-:42]([O:43][C:44](=[O:45])[CH3:46])[O:47][C:48](=[O:49])[CH3:50])(=[O:51])[CH3:52].[CH3:13][O:14][c:15]1[c:16](-[c:21]2[n:22][c:23]3[c:24]([nH:25]2)[c:26]([CH:30]2[CH2:31][CH2:32][NH:33][CH2:34][CH2:35]2)[cH:27][cH:28][cH:29]3)[cH:17][cH:18][cH:19][cH:20]1.[CH3:1][N:2]([C:3]([O:4][C:5]([CH3:6])([CH3:7])[CH3:8])=[O:9])[CH2:10][CH:11]=[O:12].[CH3:36][C:37](=[O:38])[OH:39].[CH3:57][OH:58].[Cl:54][CH2:55][Cl:56].[Na+:53]>>[CH3:1][N:2]([C:3]([O:4][C:5]([CH3:6])([CH3:7])[CH3:8])=[O:9])[CH2:10][CH2:11][N:33]1[CH2:32][CH2:31][CH:30]([c:26]2[c:24]3[c:23]([n:22][c:21](-[c:16]4[c:15]([O:14][CH3:13])[cH:20][cH:19][cH:18][cH:17]4)[nH:25]3)[cH:29][cH:28][cH:27]2)[CH2:35][CH2:34]1. Starting materials: CC(=O)O[BH-](OC(C)=O)OC(C)=O, COc1ccccc1-c1nc2cccc(C3CCNCC3)c2[nH]1, CN(CC=O)C(=O)OC(C)(C)C, CC(=O)O, CO, ClCCl, [Na+]. The product is COc1ccccc1-c1nc2cccc(C3CCN(CCN(C)C(=O)OC(C)(C)C)CC3)c2[nH]1.